Dataset: the Open Reaction Database (ORD), a public repository of structured organic reaction records. Task: describe an organic reaction: reactants, conditions, products, and yield Reactants: OCC=1C=CC(=NC1)C(C)C (5-hydroxymethyl-2-isopropylpyridine). The reagents and catalysts are [O-2].[O-2].[Mn+4] (manganese dioxide). Run in C(Cl)(Cl)Cl (chloroform). Conditions: time 1 hour. Yields the product C(C)(C)C1=CC=C(C=N1)C=O (6-isopropyl-3-pyridinecarbaldehyde). The yield is 73.5%. As a reaction SMILES: [OH:1][CH2:2][C:3]1[CH:4]=[CH:5][C:6]([CH:9]([CH3:11])[CH3:10])=[N:7][CH:8]=1>C(Cl)(Cl)Cl.[O-2].[O-2].[Mn+4]>[CH:9]([C:6]1[N:7]=[CH:8][C:3]([CH:2]=[O:1])=[CH:4][CH:5]=1)([CH3:11])[CH3:10] |f:2.3.4|. Reported procedure: To a solution of 5.1 g of 5-hydroxymethyl-2-isopropylpyridine in 70 ml of chloroform, 20 g of active manganese dioxide is added, and the mixture is refluxed with stirring for 1 hour. The insoluble manganese dioxide is filtered off, and the filtrate is concentrated to give 3.7 g of crude 6-isopropyl-3-pyridinecarbaldehyde. Reactants: COC(=O)CCN1CCC(Oc2ccc(Oc3ccccc3)cc2)CC1, CO, [Na+], [OH-], O. Yields the product O=C(O)CCN1CCC(Oc2ccc(Oc3ccccc3)cc2)CC1. RXN SMILES: [CH3:1][O:2][C:3]([CH2:4][CH2:5][N:6]1[CH2:7][CH2:8][CH:9]([O:12][c:13]2[cH:14][cH:15][c:16]([O:19][c:20]3[cH:21][cH:22][cH:23][cH:24][cH:25]3)[cH:17][cH:18]2)[CH2:10][CH2:11]1)=[O:26].[CH3:29][OH:30].[Na+:28].[OH-:27].[OH2:31]>>[O:2]=[C:3]([CH2:4][CH2:5][N:6]1[CH2:7][CH2:8][CH:9]([O:12][c:13]2[cH:14][cH:15][c:16]([O:19][c:20]3[cH:21][cH:22][cH:23][cH:24][cH:25]3)[cH:17][cH:18]2)[CH2:10][CH2:11]1)[OH:26]. Reactants: O1C(=NN=C1)C(CCCCCCCC=CCCCCCCCC)O (1-([1,3,4]oxadiazol-2-yl)octadec-9-en-1-ol), [O-]S(=O)(=S)[O-].[Na+].[Na+] (Na2S2O3), CC(=O)OI1(C=2C=CC=CC2C(=O)O1)(OC(=O)C)OC(=O)C (Dess-Martin periodinane), CO.C(Cl)Cl (MeOH CH2Cl2). Run in C(Cl)Cl (CH2Cl2), C(=O)(O)[O-].[Na+] (NaHCO3), C(Cl)Cl (CH2Cl2), CCOCC (Et2O). Run at time 1 hour. Product: O1C(=NN=C1)C(CCCCCCCC=CCCCCCCCC)=O (1-([1,3,4]oxadiazol-2-yl)octadec-9-en-1-one). Isolated yield 76.2%. Reaction SMILES: CC(OI1(OC(C)=O)(OC(C)=O)OC(=O)C2C=CC=CC1=2)=O.[O:23]1[CH:27]=[N:26][N:25]=[C:24]1[CH:28]([OH:46])[CH2:29][CH2:30][CH2:31][CH2:32][CH2:33][CH2:34][CH2:35][CH:36]=[CH:37][CH2:38][CH2:39][CH2:40][CH2:41][CH2:42][CH2:43][CH2:44][CH3:45].[O-]S([O-])(=S)=O.[Na+].[Na+].CO.C(Cl)Cl>C(Cl)Cl.CCOCC.C([O-])(O)=O.[Na+]>[O:23]1[CH:27]=[N:26][N:25]=[C:24]1[C:28](=[O:46])[CH2:29][CH2:30][CH2:31][CH2:32][CH2:33][CH2:34][CH2:35][CH:36]=[CH:37][CH2:38][CH2:39][CH2:40][CH2:41][CH2:42][CH2:43][CH2:44][CH3:45] |f:2.3.4,5.6,9.10|. Procedure: (140) A suspension of the Dess-Martin periodinane (1.2 equiv, 0.025 mmol, 11 mg) in anhydrous CH2Cl2 (0.5 mL) was treated with a solution of 1-([1,3,4]oxadiazol-2-yl)octadec-9-en-1-ol (7 mg, 0.021 mmol) in anhydrous CH2Cl2 (0.5 mL) at rt under N2. After 6 h the suspension was diluted with Et2O (10 mL), and poured into a solution of Na2S2O3 (77 mg) in saturated aqueous NaHCO3 (6.5 mL). The mixture was stirred at rt for 1 h and the layers were separated. The ethereal layer was washed with saturate...